From a dataset of the Open Reaction Database (ORD), a public repository of structured organic reaction records. describe an organic reaction: reactants, conditions, products, and yield The reactants are FB(F)F, O=C([O-])O, CCOCC, C[Si](C)(C)C#N, ClCCl, [Na+], OCc1cnn2ccc3occc3c12. The product is N#CCc1cnn2ccc3occc3c12. RXN SMILES: [B:6]([F:7])([F:8])[F:9].[C:33](=[O:34])([O-:35])[OH:36].[CH2:1]([O:2][CH2:3][CH3:4])[CH3:5].[CH3:10][Si:11]([CH3:12])([CH3:13])[C:14]#[N:15].[Cl:30][CH2:31][Cl:32].[Na+:37].[c:16]1([CH2:28][OH:29])[cH:17][n:18][n:19]2[c:20]1[c:21]1[c:22]([cH:23][cH:24]2)[o:25][cH:26][cH:27]1>>[C:14](#[N:15])[CH2:28][c:16]1[cH:17][n:18][n:19]2[c:20]1[c:21]1[c:22]([cH:23][cH:24]2)[o:25][cH:26][cH:27]1. The reactants are ClC1=C(C=O)C=CC=C1 (o-chlorobenzaldehyde), N1C(NCCCC1)=S (hexahydro-2H-1,3-diazepin-2-thione), [C-]#N.[K+] (potassium cyanide), C(C)O (ethanol). Solvent: CC(=O)C (acetone), O (Water). Yields the product Cl.ClC1=C(C=CC=C1)C1C(N2C(=NCCCC2)S1)(O)C1=C(C=CC=C1)Cl (2,3-Bis(o-chlorophenyl)-2,3,5,6,7,8-hexahydrothiazolo[3,2-a][1,3]diazepin-3-ol hydrochloride). Reaction SMILES: [Cl:1][C:2]1[CH:9]=[CH:8][CH:7]=[CH:6][C:3]=1[CH:4]=[O:5].[C-]#N.[K+].[CH2:13](O)[CH3:14].[NH:16]1[CH2:22][CH2:21][CH2:20][CH2:19][NH:18][C:17]1=[S:23]>CC(C)=O.O>[ClH:1].[Cl:1][C:2]1[CH:3]=[CH:6][CH:7]=[CH:8][C:13]=1[CH:14]1[S:23][C:17]2=[N:18][CH2:19][CH2:20][CH2:21][CH2:22][N:16]2[C:4]1([C:3]1[CH:6]=[CH:7][CH:8]=[CH:9][C:2]=1[Cl:1])[OH:5] |f:1.2,7.8|. Reported procedure: A mixture of 22.6 ml. of o-chlorobenzaldehyde, 8 g. of potassium cyanide and 100 ml. of 65% ethanol is refluxed for 2 hours and then refrigerated. Water (30 ml.) is added, refrigeration is continued, then the water layer is decanted and the oil dissolved in toluene, washed with water, dried and concentrated to an oil. The crude 2,2'-dichlorobenzoin is converted to the methanesulfonate ester as described in Example 1, giving an oil. A 14.6 g. portion of this oil is reacted with 2.6 g. of hexahydr... Reaction SMILES: I[CH3:2].[SH:3][C:4]1[N:8]([CH2:9][CH2:10][CH2:11][CH3:12])[CH:7]=[N:6][N:5]=1.[OH-].[Na+]>CO>[CH3:2][S:3][C:4]1[N:8]([CH2:9][CH2:10][CH2:11][CH3:12])[CH:7]=[N:6][N:5]=1 |f:2.3|. Reactants: IC (Iodomethane), SC1=NN=CN1CCCC (3-mercapto-4-n-butyl-1,2,4-triazole), [OH-].[Na+] (sodium hydroxide). Solvent: CO (methanol). Yields the product CSC1=NN=CN1CCCC (3-methylmercapto-4-n-butyl-1,2,4-triazole). Procedure: Iodomethane (9.05 g. or 0.0637 mole) was added to a solution of 10 g. of 3-mercapto-4-n-butyl-1,2,4-triazole, methanol (100 ml.), and sodium hydroxide (2.55 g. or 0.0637 mole). This solution was then refluxed for 2 hours. The solvent was then removed in vacuum and the residue was dissolved in benzene. This solution was washed with water, dried and the benzene removed in vacuum. The residual oil was distilled to give 3-methylmercapto-4-n-butyl-1,2,4-triazole, b.p. 128°-131° C./ 2 mm. The structur... The solvent is C(Cl)(Cl)Cl (chloroform), CO (methanol). RXN SMILES: C(O)=O.[N:4]1[O:5][N:6]=[C:7]2[CH:12]=[C:11]([C:13](Cl)=[O:14])[CH:10]=[CH:9][C:8]=12.O.OS(O)(=O)=O.[CH2:22]1[CH2:26]O[CH2:24][CH2:23]1>CO.C(Cl)(Cl)Cl>[CH:22]12[N:4]([C:13]([C:11]3[CH:10]=[CH:9][C:8]4=[N:4][O:5][N:6]=[C:7]4[CH:12]=3)=[O:14])[CH:8]([CH2:9][CH2:26]1)[CH2:7][CH2:24][CH2:23]2. Product: C12CCCC(CC1)N2C(=O)C2=CC=1C(=NON1)C=C2 (8-Azabicyclo[3.2.1]oct-8-yl([2,1,3]-benzoxadiazol-5-yl)methanone). Reported procedure: The preceding product (3.3 g) was dissolved in THF (50 ml) and methanol (50 ml), and freshly prepared Zn/Cu (15 g) was added followed by formic acid (5 ml). The mixture was stirred at room temperature for 20 minutes before filtering the solids and evaporating the solvent until ˜10 ml remained. Concentrated sodium hydroxide solution was added until pH 10 was reached and the mixture extracted with chloroform (100 ml) and the organic phase dried over sodium sulfate. Triethylamine (2 ml) was added f... Reactants: O (water), OS(=O)(=O)O (H2SO4), N=1ON=C2C1C=CC(=C2)C(=O)Cl ([2,1,3]-benzoxadiazole-5-carbonylchloride), product, C1CCOC1 (THF), C(=O)O (formic acid), Zn Cu. Reaction conditions: time 20 minute.